Dataset: the Open Reaction Database (ORD), a public repository of structured organic reaction records. Task: describe an organic reaction: reactants, conditions, products, and yield Starting materials: O=C([O-])[O-], CCOC(C)=O, O=S(=O)(Cl)c1ccc(Cl)cc1, [K+], [K+], CCOC(=O)Cc1ccc2c(c1)CCC(N)C2, O. Yields the product CCOC(=O)Cc1ccc2c(c1)CCC(NS(=O)(=O)c1ccc(Cl)cc1)C2. As a reaction SMILES: [C:1](=[O:2])([O-:3])[O-:4].[CH3:36][CH2:37][O:38][C:39](=[O:40])[CH3:41].[Cl:25][c:26]1[cH:27][cH:28][c:29]([S:32](=[O:33])(=[O:34])[Cl:35])[cH:30][cH:31]1.[K+:5].[K+:6].[NH2:8][CH:9]1[CH2:10][c:11]2[cH:12][cH:13][c:14]([CH2:19][C:20](=[O:21])[O:22][CH2:23][CH3:24])[cH:15][c:16]2[CH2:17][CH2:18]1.[OH2:7]>>[NH:8]([CH:9]1[CH2:10][c:11]2[cH:12][cH:13][c:14]([CH2:19][C:20](=[O:21])[O:22][CH2:23][CH3:24])[cH:15][c:16]2[CH2:17][CH2:18]1)[S:32]([c:29]1[cH:28][cH:27][c:26]([Cl:25])[cH:31][cH:30]1)(=[O:33])=[O:34]. The reactants are CC(C)(C)[O-], Nc1ccc(Cc2ccccc2)cc1, CS(C)=O, Cc1cccc([N+](=O)[O-])c1F, [K+]. The product is Cc1cccc([N+](=O)[O-])c1Nc1ccc(Cc2ccccc2)cc1. As a reaction SMILES: [C:26]([O-:27])([CH3:28])([CH3:29])[CH3:30].[CH2:12]([c:13]1[cH:14][cH:15][cH:16][cH:17][cH:18]1)[c:19]1[cH:20][cH:21][c:22]([NH2:23])[cH:24][cH:25]1.[CH3:32][S:33]([CH3:34])=[O:35].[F:1][c:2]1[c:3]([N+:9](=[O:10])[O-:11])[cH:4][cH:5][cH:6][c:7]1[CH3:8].[K+:31]>>[c:2]1([NH:23][c:22]2[cH:21][cH:20][c:19]([CH2:12][c:13]3[cH:14][cH:15][cH:16][cH:17][cH:18]3)[cH:25][cH:24]2)[c:3]([N+:9](=[O:10])[O-:11])[cH:4][cH:5][cH:6][c:7]1[CH3:8]. The reactants are C[Si](C)(C)[N-][Si](C)(C)C.[K+] (potassium bis(trimethylsilyl)amide), C1(=CC=CC2=CC=CC=C12)C(=O)N1CC(C(C1)C=O)CN1CCC(CC1)C1=CC=C(C=C1)F (1-(1-naphthoyl)-3-(RS)-(4-(4-fluorophenyl)piperidinylmethyl)-4-(SR)-formylpyrrolidine). Reagents/catalysts: [Br-].C[P+](C1=CC=CC=C1)(C1=CC=CC=C1)C1=CC=CC=C1 (methyltriphenyl phosphonium bromide). Solvent: C1CCOC1 (THF), C1CCOC1 (THF). Reaction conditions: temperature 0 celsius, time 30 minute. Product: C1(=CC=CC2=CC=CC=C12)C(=O)N1CC(C(C1)C=C)CN1CCC(CC1)C1=CC=C(C=C1)F (1-(1-Naphthoyl)-3-(RS)-(4-(4-fluorophenyl)piperidinylmethyl)-4-(SR)-(vinyl)pyrrolidine). As a reaction SMILES: [CH3:1][Si]([N-][Si](C)(C)C)(C)C.[K+].[C:11]1([C:21]([N:23]2[CH2:27][CH:26]([CH:28]=O)[CH:25]([CH2:30][N:31]3[CH2:36][CH2:35][CH:34]([C:37]4[CH:42]=[CH:41][C:40]([F:43])=[CH:39][CH:38]=4)[CH2:33][CH2:32]3)[CH2:24]2)=[O:22])[C:20]2[C:15](=[CH:16][CH:17]=[CH:18][CH:19]=2)[CH:14]=[CH:13][CH:12]=1>[Br-].C[P+](C1C=CC=CC=1)(C1C=CC=CC=1)C1C=CC=CC=1.C1COCC1>[C:11]1([C:21]([N:23]2[CH2:27][CH:26]([CH:28]=[CH2:1])[CH:25]([CH2:30][N:31]3[CH2:32][CH2:33][CH:34]([C:37]4[CH:42]=[CH:41][C:40]([F:43])=[CH:39][CH:38]=4)[CH2:35][CH2:36]3)[CH2:24]2)=[O:22])[C:20]2[C:15](=[CH:16][CH:17]=[CH:18][CH:19]=2)[CH:14]=[CH:13][CH:12]=1 |f:0.1,3.4|. Procedure details: To a suspension of 0.08 g (0.22 mmol) of methyltriphenyl phosphonium bromide (Ph3PCH3Br) in 4 mL of THF at rt was added 0.36 mL of potassium bis(trimethylsilyl)amide and the reaction mixture was stirred for 30 min. The reaction mixture was cooled to 0° C. and to it was added a solution of 0.04 g (0.089 mmol) of 1-(1-naphthoyl)-3-(RS)-(4-(4-fluorophenyl)piperidinylmethyl)-4-(SR)-formylpyrrolidine in 2 mL of THF. The reaction mixture was warmed to rt and stirred for 1.2 h. The reaction mixture was... Starting materials: C1(=CC=CC=C1)CN1[C@H](C[C@H](CC1)NC1=NC2=C(N1C)C=CC=C2)CC2=CC=CC=C2 ((±)-cis-N-[1,2-bis(phenylmethyl)-4-piperidinyl]-1-methyl-1H-benzimidazol-2-amine). Reagents/catalysts: [Pd] (palladium on activated carbon). Run in CO (methanol). Product: CN1C(=NC2=C1C=CC=C2)N[C@@H]2C[C@@H](NCC2)CC2=CC=CC=C2 ((±)-cis-1-methyl-N-[2-(phenylmethyl)-4-piperidinyl]-1H-benzimidazol-2-amine). Yield: 16.4%. As a reaction SMILES: C1(C[N:8]2[CH2:13][CH2:12][C@H:11]([NH:14][C:15]3[N:19]([CH3:20])[C:18]4[CH:21]=[CH:22][CH:23]=[CH:24][C:17]=4[N:16]=3)[CH2:10][C@@H:9]2[CH2:25][C:26]2[CH:31]=[CH:30][CH:29]=[CH:28][CH:27]=2)C=CC=CC=1>CO.[Pd]>[CH3:20][N:19]1[C:18]2[CH:21]=[CH:22][CH:23]=[CH:24][C:17]=2[N:16]=[C:15]1[NH:14][C@H:11]1[CH2:12][CH2:13][NH:8][C@@H:9]([CH2:25][C:26]2[CH:31]=[CH:30][CH:29]=[CH:28][CH:27]=2)[CH2:10]1. Reported procedure: A mixture of (±)-cis-N-[1,2-bis(phenylmethyl)-4-piperidinyl]-1-methyl-1H-benzimidazol-2-amine (4.7 g) in methanol (200 ml) was hydrogenated with palladium on activated carbon (10%; 2 g) as a catalyst. After uptake of hydrogen, the catalyst was filtered off and the filtrate was evaporated. The residue was purified by column chromatography over silica gel (eluent: CH2Cl2 /CH3OH 95/5). The pure fractions were collected and the solvent evaporated. The residue was suspended in DIPE, filtered and drie... Starting materials: ClC1=NC=NC(=C1)NC1=CC(=CC=C1)C (4-chloro-6-(3'-methylanilino)pyrimidine), OCCCOC1=CC=C(N)C=C1 (4-(3-hydroxypropoxy)aniline). Yields the product OCCCOC1=CC=C(NC2=NC=NC(=C2)NC2=CC(=CC=C2)C)C=C1 (4-[4'-(3-hydrox-ypropoxy)anilino]6-(3'-methylanilino)pyrimidine). The yield is 18.0%. As a reaction SMILES: Cl[C:2]1[CH:7]=[C:6]([NH:8][C:9]2[CH:14]=[CH:13][CH:12]=[C:11]([CH3:15])[CH:10]=2)[N:5]=[CH:4][N:3]=1.[OH:16][CH2:17][CH2:18][CH2:19][O:20][C:21]1[CH:27]=[CH:26][C:24]([NH2:25])=[CH:23][CH:22]=1>>[OH:16][CH2:17][CH2:18][CH2:19][O:20][C:21]1[CH:27]=[CH:26][C:24]([NH:25][C:2]2[CH:7]=[C:6]([NH:8][C:9]3[CH:14]=[CH:13][CH:12]=[C:11]([CH3:15])[CH:10]=3)[N:5]=[CH:4][N:3]=2)=[CH:23][CH:22]=1. Procedure details: Using an analogous reaction procedure to that described in Example 6, 4-chloro-6-(3'-methylanilino)pyrimidine (1.35 g) was reacted with 4-(3-hydroxypropoxy)aniline.(1.0 g). The product so obtained was chromatographed on silica and triturated under methylene chloride to give 4-[4'-(3-hydrox-ypropoxy)anilino]6-(3'-methylanilino)pyrimidine in 18% yield, m.p. 196°-200° C.; Reactants: Intermediate 224, FC(C(=O)O)(F)F.C(CCC)OC=1NC(=C2N=C(N=C2N1)OC)N (2-(butyloxy)-8-(methyloxy)-1H-purin-6-amine trifluoroacetate), BrCCCC1CC(OCC1)(C)C (4-(3-bromopropyl)-2,2-dimethyltetrahydro-2H-pyran). Product: C(CCC)OC1=NC(=C2N=C(N(C2=N1)CCCC1CC(OCC1)(C)C)OC)N (2-(Butyloxy)-9-[3-(2,2-dimethyltetrahydro-2H-pyran-4-yl)Propyl]-8-(methyloxy)-9H-purin-6-amine). Reaction SMILES: FC(F)(F)C(O)=O.[CH2:8]([O:12][C:13]1[NH:14][C:15]([NH2:24])=[C:16]2[C:20]([N:21]=1)=[N:19][C:18]([O:22][CH3:23])=[N:17]2)[CH2:9][CH2:10][CH3:11].Br[CH2:26][CH2:27][CH2:28][CH:29]1[CH2:34][CH2:33][O:32][C:31]([CH3:36])([CH3:35])[CH2:30]1>>[CH2:8]([O:12][C:13]1[N:21]=[C:20]2[C:16]([N:17]=[C:18]([O:22][CH3:23])[N:19]2[CH2:26][CH2:27][CH2:28][CH:29]2[CH2:34][CH2:33][O:32][C:31]([CH3:35])([CH3:36])[CH2:30]2)=[C:15]([NH2:24])[N:14]=1)[CH2:9][CH2:10][CH3:11] |f:0.1|. Reported procedure: Prepared similarly to Intermediate 224 from 2-(butyloxy)-8-(methyloxy)-1H-purin-6-amine trifluoroacetate and 4-(3-bromopropyl)-2,2-dimethyltetrahydro-2H-pyran. The reactants are C1(=CC=CC=C1)S(=O)(=O)C=1C(=NN2C1N=C(C(=C2O)CC(=O)OCC)C)SC (ethyl 2-(3-benzenesulphonyl-7-hydroxy-5-methyl -2-methylsulphanyl-pyrazolo[1,5-a]pyrimidin-6-yl)-acetate), O=P(Cl)(Cl)Cl (POCl3). Yields the product C1(=CC=CC=C1)S(=O)(=O)C=1C(=NN2C1N=C(C(=C2Cl)CC(=O)OCC)C)SC (ethyl 2-(3-benzenesulphonyl-7-chloro-5-methyl-2-methylsulphanyl-pyrazolo[1,5-a]pyrimidin-6-yl)-aceate). The yield is 94.0%. RXN SMILES: [C:1]1([S:7]([C:10]2[C:11]([S:27][CH3:28])=[N:12][N:13]3[C:18](O)=[C:17]([CH2:20][C:21]([O:23][CH2:24][CH3:25])=[O:22])[C:16]([CH3:26])=[N:15][C:14]=23)(=[O:9])=[O:8])[CH:6]=[CH:5][CH:4]=[CH:3][CH:2]=1.O=P(Cl)(Cl)[Cl:31]>>[C:1]1([S:7]([C:10]2[C:11]([S:27][CH3:28])=[N:12][N:13]3[C:18]([Cl:31])=[C:17]([CH2:20][C:21]([O:23][CH2:24][CH3:25])=[O:22])[C:16]([CH3:26])=[N:15][C:14]=23)(=[O:9])=[O:8])[CH:6]=[CH:5][CH:4]=[CH:3][CH:2]=1. Procedure details: A suspension of 1.5 g (3.56 mmol) of ethyl 2-(3-benzenesulphonyl-7-hydroxy-5-methyl -2-methylsulphanyl-pyrazolo[1,5-a]pyrimidin-6-yl)-acetate in 30 ml of POCl3 was heated at reflux for 4 hrs. The reaction solution was cooled to RT and evaporated. The residue was treated with 100 ml of ice-water and the pH value of the solution was adjusted to 8 with sat. NaHCO3 solution. The aqueous phase was extracted three times with 70 ml of CH2Cl2, and the organic phases were dried (MgSO4), filtered and evap... Reactants: CC=1C=C(C(=O)Cl)C=CC1C (3,4-dimethylbenzoyl chloride), C1(=CC=CC=C1)N1C(=NC2=C1C=C(C=C2)O)C2=CC(=C(C=C2)C)C (1-phenyl-2-(3,4-dimethylphenyl)-6-hydroxybenzimidazole), P(=O)(Cl)(Cl)Cl (phosphorous oxychloride). Reagents/catalysts: [Pd] (palladium on activated carbon). The solvent is C1(=CC=CC=C1)NC=1C=C(N)C=CC1OC (3-phenylamino-4-methoxyaniline). The product is C1(=CC=CC=C1)N1C(=NC2=C1C=C(C=C2)OC)C2=CC(=C(C=C2)C)C (1-phenyl-2-(3,4-dimethylphenyl)-6-methoxybenzimidazole). As a reaction SMILES: [CH3:1]C1C=C(C=CC=1C)C(Cl)=O.[C:12]1([N:18]2[C:22]3[CH:23]=[C:24]([OH:27])[CH:25]=[CH:26][C:21]=3[N:20]=[C:19]2[C:28]2[CH:33]=[CH:32][C:31]([CH3:34])=[C:30]([CH3:35])[CH:29]=2)[CH:17]=[CH:16][CH:15]=[CH:14][CH:13]=1.P(Cl)(Cl)(Cl)=O>[Pd].C1(NC2C=C(C=CC=2OC)N)C=CC=CC=1>[C:12]1([N:18]2[C:22]3[CH:23]=[C:24]([O:27][CH3:1])[CH:25]=[CH:26][C:21]=3[N:20]=[C:19]2[C:28]2[CH:33]=[CH:32][C:31]([CH3:34])=[C:30]([CH3:35])[CH:29]=2)[CH:17]=[CH:16][CH:15]=[CH:14][CH:13]=1. Procedure details: The nitro group of the above-described intermediate was then reduce to an amino group by catalytic hydrogenation using a palladium on activated carbon catalyst, essentially as previously described, resulting in 3-phenylamino-4-methoxyaniline with was then reacted with 3,4-dimethylbenzoyl chloride as previously described. This intermediate was then cyclized to the corresponding benzimidazole with phosphorous oxychloride as previously described to yield 1-phenyl-2-(3,4-dimethylphenyl)-6-methoxyben... Starting materials: C(C1=CC=CC=C1)OC(=O)N(CCCCNC(=O)OC(C)(C)C)CC1=CC=C(C(=O)O)C=C1 (4-[([(benzyloxy)carbonyl]{4-[(tert-butoxycarbonyl)amino]butyl}amino)methyl]benzoic acid), C[Si](CCOCN1C(=NC=C1)CNCC=1N(C=CN1)COCC[Si](C)(C)C)(C)C (N,N-bis[(1-{[2-(trimethylsilyl)ethoxy]methyl}-1H-imidazol-2-yl)methyl]amine), ON1N=NC2=C1C=CC=C2 (1-hydroxybenzotriazole), Cl.C(C)N=C=NCCCN(C)C (1-ethyl-3-[3-(dimethylamino)propyl]carbodiimide hydrochloride), C(C)(C)N(CC)C(C)C (diisopropylethylamine). The solvent is O (water), ClCCl (dichloromethane). Reaction conditions: time 5 hour. Product: C1(=CC=CC=C1)COC(N(CCCCNC(=O)OC(C)(C)C)CC1=CC=C(C=C1)C(=O)N(CC=1N(C=CN1)COCC[Si](C)(C)C)CC=1N(C=CN1)COCC[Si](C)(C)C)=O (Phenylmethyl({4-[(bis{[1-({[2-(trimethylsilyl)ethyl]oxy}methyl)-1H-imidazol-2-yl]methyl}amino)carbonyl]phenyl}methyl)[4-({[(1,1-dimethylethyl)oxy]carbonyl}amino)butyl]carbamate). The yield is 85.8%. Reaction SMILES: [CH2:1]([O:8][C:9]([N:11]([CH2:24][C:25]1[CH:33]=[CH:32][C:28]([C:29](O)=[O:30])=[CH:27][CH:26]=1)[CH2:12][CH2:13][CH2:14][CH2:15][NH:16][C:17]([O:19][C:20]([CH3:23])([CH3:22])[CH3:21])=[O:18])=[O:10])[C:2]1[CH:7]=[CH:6][CH:5]=[CH:4][CH:3]=1.[CH3:34][Si:35]([CH3:62])([CH3:61])[CH2:36][CH2:37][O:38][CH2:39][N:40]1[CH:44]=[CH:43][N:42]=[C:41]1[CH2:45][NH:46][CH2:47][C:48]1[N:49]([CH2:53][O:54][CH2:55][CH2:56][Si:57]([CH3:60])([CH3:59])[CH3:58])[CH:50]=[CH:51][N:52]=1.ON1C2C=CC=CC=2N=N1.Cl.C(N=C=NCCCN(C)C)C.C(N(C(C)C)CC)(C)C>ClCCl.O>[C:2]1([CH2:1][O:8][C:9](=[O:10])[N:11]([CH2:24][C:25]2[CH:26]=[CH:27][C:28]([C:29]([N:46]([CH2:47][C:48]3[N:49]([CH2:53][O:54][CH2:55][CH2:56][Si:57]([CH3:60])([CH3:59])[CH3:58])[CH:50]=[CH:51][N:52]=3)[CH2:45][C:41]3[N:40]([CH2:39][O:38][CH2:37][CH2:36][Si:35]([CH3:61])([CH3:62])[CH3:34])[CH:44]=[CH:43][N:42]=3)=[O:30])=[CH:32][CH:33]=2)[CH2:12][CH2:13][CH2:14][CH2:15][NH:16][C:17]([O:19][C:20]([CH3:21])([CH3:22])[CH3:23])=[O:18])[CH:3]=[CH:4][CH:5]=[CH:6][CH:7]=1 |f:3.4|. Procedure: To a solution of the compound 5 (137 mg) in dichloromethane (3 mL), the compound 2 (131 mg), 1-hydroxybenzotriazole (69 mg), 1-ethyl-3-[3-(dimethylamino)propyl]carbodiimide hydrochloride (86 mg) and diisopropylethylamine (105 μl) were added. The reaction mixture was stirred at room temperature for 5 hours. The reaction mixture was added by water and then extracted with dichloromethane. The extract was washed with saturated brine, dried over anhydrous sodium sulfate and then concentrated. The obt...